Dataset: the Open Reaction Database (ORD), a public repository of structured organic reaction records. Task: describe an organic reaction: reactants, conditions, products, and yield The reactants are C(C)(C)(C)OC(=O)N1CC(C1)=O (3-oxoazetidine-1-carboxylic acid tert-butyl ester), CC1(CCNCC1)O (4-methylpiperidin-4-ol), C(C)(=O)O[BH-](OC(C)=O)OC(C)=O.[Na+] (Sodium triacetoxyborohydride). Solvent: ClCCCl (DCE). Run at time 6 hour. Yields the product C(C)(C)(C)OC(=O)N1CC(C1)N1CCC(CC1)(C)O (3-(4-Hydroxy-4-methylpiperidin-1-yl)azetidine-1-carboxylic acid tert-butyl ester). The yield is 54.4%. RXN SMILES: [C:1]([O:5][C:6]([N:8]1[CH2:11][C:10](=O)[CH2:9]1)=[O:7])([CH3:4])([CH3:3])[CH3:2].[CH3:13][C:14]1([OH:20])[CH2:19][CH2:18][NH:17][CH2:16][CH2:15]1.C(O[BH-](OC(=O)C)OC(=O)C)(=O)C.[Na+]>ClCCCl>[C:1]([O:5][C:6]([N:8]1[CH2:11][CH:10]([N:17]2[CH2:18][CH2:19][C:14]([OH:20])([CH3:13])[CH2:15][CH2:16]2)[CH2:9]1)=[O:7])([CH3:4])([CH3:3])[CH3:2] |f:2.3|. Procedure details: A 50 mL round-bottomed flask was charged with a solution of 3-oxoazetidine-1-carboxylic acid tert-butyl ester (0.57 g, 3.33 mmol), 4-methylpiperidin-4-ol (0.46 g, 3.99 mmol) and 4 Å molecular sieves (3.34 g) in DCE (20 mL). The reaction mixture was stirred for 6 h at room temperature. Sodium triacetoxyborohydride (1.41 g, 6.66 mmol) was added and the reaction mixture was stirred for 18 h at room temperature. The suspension was filtered through Celite and the solution was concentrated in vacuo. T... Starting materials: Nc1ccc2ncnc(Nc3cccc(Br)c3)c2c1, CCN1CCN(CC#CC(=O)O)CC1, CN1CCOCC1, CC(C)COC(=O)Cl, C1CCOC1, c1ccncc1. Yields the product CCN1CCN(CC#CC(=O)Nc2ccc3ncnc(Nc4cccc(Br)c4)c3c2)CC1. As a reaction SMILES: [Br:30][c:31]1[cH:32][c:33]([NH:37][c:38]2[n:39][cH:40][n:41][c:42]3[cH:43][cH:44][c:45]([NH2:48])[cH:46][c:47]23)[cH:34][cH:35][cH:36]1.[CH2:16]([CH3:17])[N:18]1[CH2:19][CH2:20][N:21]([CH2:24][C:25]#[C:26][C:27](=[O:28])[OH:29])[CH2:22][CH2:23]1.[CH3:9][N:10]1[CH2:11][CH2:12][O:13][CH2:14][CH2:15]1.[Cl:1][C:2]([O:3][CH2:4][CH:5]([CH3:6])[CH3:7])=[O:8].[O:49]1[CH2:50][CH2:51][CH2:52][CH2:53]1.[cH:54]1[cH:55][cH:56][n:57][cH:58][cH:59]1>>[CH2:16]([CH3:17])[N:18]1[CH2:19][CH2:20][N:21]([CH2:24][C:25]#[C:26][C:27](=[O:29])[NH:48][c:45]2[cH:44][cH:43][c:42]3[n:41][cH:40][n:39][c:38]([NH:37][c:33]4[cH:32][c:31]([Br:30])[cH:36][cH:35][cH:34]4)[c:47]3[cH:46]2)[CH2:22][CH2:23]1. The reactants are [Al+3], C1CCOC1, [H-], [H-], [H-], [H-], [Li+], CCOC(=O)Cc1csc(Nc2cc(Sc3ccccc3)ccn2)n1. Product: OCCc1csc(Nc2cc(Sc3ccccc3)ccn2)n1. Reaction SMILES: [Al+3:27].[CH2:32]1[O:33][CH2:34][CH2:35][CH2:36]1.[H-:26].[H-:29].[H-:30].[H-:31].[Li+:28].[c:1]1([S:7][c:8]2[cH:9][c:10]([NH:14][c:15]3[s:16][cH:17][c:18]([CH2:20][C:21](=[O:22])[O:23][CH2:24][CH3:25])[n:19]3)[n:11][cH:12][cH:13]2)[cH:2][cH:3][cH:4][cH:5][cH:6]1>>[c:1]1([S:7][c:8]2[cH:9][c:10]([NH:14][c:15]3[s:16][cH:17][c:18]([CH2:20][CH2:21][OH:22])[n:19]3)[n:11][cH:12][cH:13]2)[cH:2][cH:3][cH:4][cH:5][cH:6]1. Starting materials: CN(N)S(=O)(=O)C1=CC=C(C=C1)C (2-methyl-2-[(4-methylphenyl)sulfonyl] hydrazine), N1=CC=CC=C1 (pyridine), C(C)#N (acetonitrile), three, FC1=C(C(=O)Cl)C(=CC=C1)Cl (2-fluoro-6-chlorobenzoyl chloride). The reagents and catalysts are CN(C1=CC=NC=C1)C (4-dimethylaminopyridine). Solvent: C(Cl)Cl (methylene chloride). Run at temperature 10 celsius, time 8 hour. Product: FC1=C(C(=O)NN(S(=O)(=O)C2=CC=C(C=C2)C)C)C(=CC=C1)Cl (1-(2-fluoro-6-chlorobenzoyl)-2-methyl-2-[(4-methylphenyl)sulfonyl] hydrazine). Isolated yield 34.7%. As a reaction SMILES: [CH3:1][N:2]([S:4]([C:7]1[CH:12]=[CH:11][C:10]([CH3:13])=[CH:9][CH:8]=1)(=[O:6])=[O:5])[NH2:3].N1C=CC=CC=1.C(#N)C.[F:23][C:24]1[CH:32]=[CH:31][CH:30]=[C:29]([Cl:33])[C:25]=1[C:26](Cl)=[O:27]>CN(C)C1C=CN=CC=1.C(Cl)Cl>[F:23][C:24]1[CH:32]=[CH:31][CH:30]=[C:29]([Cl:33])[C:25]=1[C:26]([NH:3][N:2]([CH3:1])[S:4]([C:7]1[CH:12]=[CH:11][C:10]([CH3:13])=[CH:9][CH:8]=1)(=[O:6])=[O:5])=[O:27]. Reported procedure: Into a 100 mL three necked round bottom flask equipped with a magnetic stirrer, thermometer, and condenser, under an atmosphere of nitrogen, was added 2-methyl-2-[(4-methylphenyl)sulfonyl] hydrazine (9.5 g, 47.4 mmol), pyridine (3.75 g, 3.83 mL, 47.4 mmol), 4-dimethylaminopyridine (0.30 g, 2.4 mmol) and acetonitrile (50 mL). The resulting mixture was cooled to 10° C. and 2-fluoro-6-chlorobenzoyl chloride (8.99 g, 45.2 mmol) dropwise at a rate such that the temperature did not rise above 10° C. T...